From a dataset of the Open Reaction Database (ORD), a public repository of structured organic reaction records. describe an organic reaction: reactants, conditions, products, and yield Starting materials: OC1=C(C=O)C=CC=C1O (2,3-Dihydroxybenzaldehyde), BrC(C)Br (dibromoethane), [OH-].[Na+] (sodium hydroxide). The reagents and catalysts are [Br-].C(CCC)[N+](CCCC)(CCCC)CCCC (tetrabutyl ammonium bromide). Run in O (water). The product is O1CCOC2=C1C=CC=C2C=O (2,3-Dihydro-1,4-benzodioxin-5-carboxaldehyde). Yield: 69.6%. RXN SMILES: [OH:1][C:2]1[C:9]([OH:10])=[CH:8][CH:7]=[CH:6][C:3]=1[CH:4]=[O:5].Br[CH:12](Br)[CH3:13].[OH-].[Na+]>[Br-].C([N+](CCCC)(CCCC)CCCC)CCC.O>[O:10]1[C:9]2[CH:8]=[CH:7][CH:6]=[C:3]([CH:4]=[O:5])[C:2]=2[O:1][CH2:13][CH2:12]1 |f:2.3,4.5|. Procedure: 2,3-Dihydroxybenzaldehyde (58 g, 420 mmol) was added to a refluxing mixture of dibromoethane (107.4 g, 570 mmol), sodium hydroxide (35.7 g, 890 mmol) and tetrabutyl ammonium bromide (3 g) in water (50 mL). After heating at reflux for 4 h, the mixture was cooled and the organic layer separated, washed with base, dried over sodium sulfate and concentrated in vacuo. The residue was Kugelrohr distilled at 135° to give the product (48 g, 70%) which solidified on standing (mp 61°-62° C.). Anal. Calc'd...